This data is from the Open Reaction Database (ORD), a public repository of structured organic reaction records. The task is: describe an organic reaction: reactants, conditions, products, and yield Reactants: NC1=NC=NC(=C1C#N)N[C@@H](C)C1=NC2=C(N1C)C(=C(C=C2)F)Br (4-amino-6-[(S)-1-(7-bromo-6-fluoro-1-methyl-1H-benzoimidazol-2-yl)ethylamino]pyrimidine-5-carbonitrile), CC1(OB(OC1(C)C)C=1CCOCC1)C (4-(4,4,5,5-tetramethyl-[1,3,2]dioxaborolan-2-yl)-3,6-dihydro-2H-pyran), C([O-])([O-])=O.[Cs+].[Cs+] (caesium carbonate). Reagents/catalysts: C=1C=CC(=CC1)[P](C=2C=CC=CC2)(C=3C=CC=CC3)[Pd]([P](C=4C=CC=CC4)(C=5C=CC=CC5)C=6C=CC=CC6)([P](C=7C=CC=CC7)(C=8C=CC=CC8)C=9C=CC=CC9)[P](C=1C=CC=CC1)(C=1C=CC=CC1)C=1C=CC=CC1 (tetrakis(triphenylphosphine)palladium). Solvent: O1CCOCC1 (dioxane), O (H2O). Run at temperature 140 celsius. The product is NC1=NC=NC(=C1C#N)N[C@@H](C)C1=NC2=C(N1C)C(=C(C=C2)F)C=2CCOCC2 (4-amino-6-[[(1S)-1-[7-(3,6-dihydro-2H-pyran-4-yl)-6-fluoro-1-methyl-benzimidazol-2-yl]ethyl]amino]pyrimidine-5-carbonitrile). Isolated yield 15.6%. RXN SMILES: [NH2:1][C:2]1[C:7]([C:8]#[N:9])=[C:6]([NH:10][C@H:11]([C:13]2[N:17]([CH3:18])[C:16]3[C:19](Br)=[C:20]([F:23])[CH:21]=[CH:22][C:15]=3[N:14]=2)[CH3:12])[N:5]=[CH:4][N:3]=1.CC1(C)C(C)(C)OB([C:33]2[CH2:34][CH2:35][O:36][CH2:37][CH:38]=2)O1.C(=O)([O-])[O-].[Cs+].[Cs+]>O1CCOCC1.O.C1C=CC([P]([Pd]([P](C2C=CC=CC=2)(C2C=CC=CC=2)C2C=CC=CC=2)([P](C2C=CC=CC=2)(C2C=CC=CC=2)C2C=CC=CC=2)[P](C2C=CC=CC=2)(C2C=CC=CC=2)C2C=CC=CC=2)(C2C=CC=CC=2)C2C=CC=CC=2)=CC=1>[NH2:1][C:2]1[C:7]([C:8]#[N:9])=[C:6]([NH:10][C@H:11]([C:13]2[N:17]([CH3:18])[C:16]3[C:19]([C:33]4[CH2:38][CH2:37][O:36][CH2:35][CH:34]=4)=[C:20]([F:23])[CH:21]=[CH:22][C:15]=3[N:14]=2)[CH3:12])[N:5]=[CH:4][N:3]=1 |f:2.3.4,^1:56,58,77,96|. Procedure: A mixture of 4-amino-6-[(S)-1-(7-bromo-6-fluoro-1-methyl-1H-benzoimidazol-2-yl)ethylamino]pyrimidine-5-carbonitrile (122 mg, 0.31 mmol), 4-(4,4,5,5-tetramethyl-[1,3,2]dioxaborolan-2-yl)-3,6-dihydro-2H-pyran (85 mg, 0.41 mmol), tetrakis(triphenylphosphine)palladium (36 mg, 10 mol %) and caesium carbonate (204 mg, 0.63 mol) in dioxane (3 mL) and H2O (1.5 mL) was purged with argon gas then heated at 140° C., for 30 min, by microwave irradiation. After cooling to RT, the reaction mixture was diluted... Yields the product C(C)(C)OC=1C=CC(=NC1C)C(=O)O (5-isopropoxy-6-methylpicolinic acid). Run at time 8 hour. As a reaction SMILES: [CH:1]([O:4][C:5]1[CH:6]=[CH:7][C:8]([C:12]([O-:14])=[O:13])=[N:9][C:10]=1[CH3:11])([CH3:3])[CH3:2].[Li+].[OH-].O.CCOC(C)=O>C1COCC1.O>[CH:1]([O:4][C:5]1[CH:6]=[CH:7][C:8]([C:12]([OH:14])=[O:13])=[N:9][C:10]=1[CH3:11])([CH3:3])[CH3:2] |f:1.2,5.6|. The reactants are C(C)(C)OC=1C=CC(=NC1C)C(=O)[O-] (5-Isopropoxy-6-methylpicolinate), O (water), CCOC(=O)C (EtOAc), [Li+].[OH-] (LiOH). Yield: 70.8%. Solvent: C1CCOC1.O (THF water). Procedure details: 5-Isopropoxy-6-methylpicolinate (1.3 g, 6.22 mmol) was dissolved in THF/water 2:1 (9 mL). LiOH*H2O (0.26 g, 6.22 mmol) was added and the reaction mixture was stirred at room temperature overnight. The mixture was poured into a mixture of water and EtOAc and the layers were separated. The aqueous layer was acidified to pH 4 with 2 N HCl and was extracted with EtOAc (2×). The combined organics were dried (Na2SO4) and concentrated in vacuo to give 5-isopropoxy-6-methylpicolinic acid (860 mg, 74%) a... Reactants: CC(C(C1=CC=CC=C1)=O)(O)C1=CC=CC=C1 (α-methyl-benzoin), COS(=O)(=O)C1=CC=C(C=C1)C (p-toluene-sulphonic acid methyl ester), [OH-].[Na+] (sodium hydroxide). Solvent: CS(=O)C (DMSO). Yields the product COC(C(C1=CC=CC=C1)=O)(C1=CC=CC=C1)C (α-methyl-benzoin methyl ether). The yield is 80.0%. RXN SMILES: [CH3:1][C:2]([C:12]1[CH:17]=[CH:16][CH:15]=[CH:14][CH:13]=1)([OH:11])[C:3](=[O:10])[C:4]1[CH:9]=[CH:8][CH:7]=[CH:6][CH:5]=1.[CH3:18]OS(C1C=CC(C)=CC=1)(=O)=O.[OH-].[Na+]>CS(C)=O>[CH3:18][O:11][C:2]([CH3:1])([C:12]1[CH:17]=[CH:16][CH:15]=[CH:14][CH:13]=1)[C:3](=[O:10])[C:4]1[CH:9]=[CH:8][CH:7]=[CH:6][CH:5]=1 |f:2.3|. Procedure details: 5.7 g (2.5 . 10-2 mol) α-methyl-benzoin are reacted in 50 ml DMSO at room temperature with 5 g (2.8 . 10-2 mol) p-toluene-sulphonic acid methyl ester in the presence of 11 ml of a 10% by weight sodium hydroxide solution. The crude product is filtered through silica gel/petroleum ether and yields, besides 0.95 g (17% of theory) of educt, 4.8 g (80% of theory) α-methyl-benzoin methyl ether of m.p. 36° - 38°C (petroleum ether). Reactants: CO (MeOH), C(CC)(=O)O (propionic acid), C(C(C)[*:2])[*:1] (polypropylene). The solvent is OCCC (HOPr). Run at temperature 60 celsius, time 30 second. Product: F0, COCO (MeOCH2OH), COCCC (MeOPr). As a reaction SMILES: [C:1]([OH:5])(=[O:4])[CH2:2][CH3:3].[CH3:6][OH:7]>OCCC>[CH3:6][O:4][CH2:1][OH:5].[CH3:6][O:7][CH2:1][CH2:2][CH3:3]. Procedure: NMR Method for hydrocarboxylation product sample analysis. DCl/D2O/propionic acid stock solution preparation: D2O (99.99%, CIL) (74.606 g), 35% DCl in D2O (CIL) (47.755 g) and propionic acid (JT Baker) (2.198 g) were thoroughly mixed in a bottle to give 0.01765 g of propionic acid per g of stock solution. Hydrocarboxylation product sample preparation for 1H NMR analysis: About 50 mg of hydrocarboxylation sample was transferred to a 2 dram screw top vial with a phenolic cap with a polypropylene l...